From a dataset of the Open Reaction Database (ORD), a public repository of structured organic reaction records. describe an organic reaction: reactants, conditions, products, and yield The reactants are BrB(Br)Br, CSC, COc1ccc(C(=O)c2sccc2OC)cc1, ClCCl, O. Product: COc1ccc(C(=O)c2sccc2O)cc1. RXN SMILES: [B:21]([Br:22])([Br:23])[Br:24].[CH3:18][S:19][CH3:20].[CH3:1][O:2][c:3]1[cH:4][cH:5][c:6]([C:9](=[O:10])[c:11]2[s:12][cH:13][cH:14][c:15]2[O:16][CH3:17])[cH:7][cH:8]1.[Cl:26][CH2:27][Cl:28].[OH2:25]>>[CH3:1][O:2][c:3]1[cH:4][cH:5][c:6]([C:9](=[O:10])[c:11]2[s:12][cH:13][cH:14][c:15]2[OH:16])[cH:7][cH:8]1. Reactants: BrC1=C(C(=CC(=C1)Br)C(C)(C)C)O (2,4-dibromo-6-tert-butylphenol), CC(=C)CCl (β-methallyl chloride), C(=O)([O-])[O-].[K+].[K+] (K2CO3), N[C@@H](CC1=CC=C2C=CC=CC2=C1)C(=O)O (Nal). The solvent is pet. ether, CC(=O)C (acetone), CCCCCC (hexane). Run at temperature 23 celsius, time 56 hour. Yields the product C(=C(C)C)OC1=C(C=C(C=C1C(C)(C)C)Br)Br (2,4-dibromo-6-tert-butylphenyl isobutenyl ether). As a reaction SMILES: [Br:1][C:2]1[CH:7]=[C:6]([Br:8])[CH:5]=[C:4]([C:9]([CH3:12])([CH3:11])[CH3:10])[C:3]=1[OH:13].C([O-])([O-])=O.[K+].[K+].N[C@H](C(O)=O)[CH2:22][C:23]1[CH:32]=C2C(C=CC=C2)=C[CH:24]=1.CC(CCl)=C>CCCCCC.CC(C)=O>[CH:22]([O:13][C:3]1[C:4]([C:9]([CH3:10])([CH3:12])[CH3:11])=[CH:5][C:6]([Br:8])=[CH:7][C:2]=1[Br:1])=[C:23]([CH3:32])[CH3:24] |f:1.2.3|. Procedure details: In a 3000 mL 3-neck flask, equipped with Ar inlet and magnetic stirrer, is placed 2,4-dibromo-6-tert-butylphenol (70.0 g, 226 mmol), K2CO3 (37.6 g, 276 mmol, 1.2 eq), Nal (3.38 g, 22.6 mmol, 0.1 eq), β-methallyl chloride (33.9 mL, 339 mmol, 1.5 eq), and acetone (1500 mL). The reaction mixture is vigorously stirred at 23° C. for 56 hrs, and monitored by TLC analysis (pet. ether). The solids are removed by filtration, washed with acetone, and the filtrates rotoevaporated (bath temperature kept bel... The reactants are C1(=CC=CC=C1)SC1=CC(=NC=C1)C(=O)NN (4-phenylthiopicolinic acid hydrazide), [N-]=[N+]=[N-] (azide), C1(=CC=CC=C1)C1=CC(=NC=C1)C(=S)N=[N+]=[N-] (4-phenylthio picolinic acid azide), Cl (hydrochloric acid), N(=O)[O-].[Na+] (sodium nitrite). The solvent is O (water), O (water), C(C)(=O)O (acetic acid). Run at time 20 minute. The product is C1(=CC=CC=C1)SC1=CC(=NC=C1)N (4-phenylthio 2-amino pyridine). Reaction SMILES: [C:1]1([S:7][C:8]2[CH:13]=[CH:12][N:11]=[C:10](C(NN)=O)[CH:9]=2)[CH:6]=[CH:5][CH:4]=[CH:3][CH:2]=1.Cl.[N:19]([O-])=O.[Na+].C1(C2C=CN=C(C(N=[N+]=[N-])=S)C=2)C=CC=CC=1.[N-]=[N+]=[N-]>C(O)(=O)C.O>[C:1]1([S:7][C:8]2[CH:13]=[CH:12][N:11]=[C:10]([NH2:19])[CH:9]=2)[CH:6]=[CH:5][CH:4]=[CH:3][CH:2]=1 |f:2.3|. Procedure details: A solution of 4-phenylthiopicolinic acid hydrazide 2.3 g. (0.050 mole) in 4.3 ml. of concentrated hydrochloric acid and 25 ml. of water is cooled to 75° C and a solution of 3.55 g. of sodium nitrite in 6 ml. of water is added. The solution is stirred at 0°-5° for 20 minutes after the addition is complete. The resultant suspension is extracted with methylene chloride and the combined extracts are dried over sodium sulfate and evaporated in vacuo to yield 12.7 gm. of crude 4-phenylthio picolinic a...